From a dataset of the Open Reaction Database (ORD), a public repository of structured organic reaction records. describe an organic reaction: reactants, conditions, products, and yield Reactants: COCCOCCl (2-methoxyethoxy methyl chloride), [H-].[Na+] (sodium hydride), CCCCCC (hexane), [N+](=O)([O-])C1=CC=C(C=C1)O (4-nitrophenol). The solvent is C(C)(=O)OCC (ethyl acetate), O (water). Reaction conditions: temperature 0 celsius, time 5 minute. Yields the product COCCOCOC1=CC=C(C=C1)[N+](=O)[O-] (1-[(2-methoxyethoxy)methoxy]-4-nitrobenzene). The yield is 69.2%. RXN SMILES: [H-].[Na+].CCCCCC.[N+:9]([C:12]1[CH:17]=[CH:16][C:15]([OH:18])=[CH:14][CH:13]=1)([O-:11])=[O:10].[CH3:19][O:20][CH2:21][CH2:22][O:23][CH2:24]Cl>C(OCC)(=O)C.O>[CH3:19][O:20][CH2:21][CH2:22][O:23][CH2:24][O:18][C:15]1[CH:16]=[CH:17][C:12]([N+:9]([O-:11])=[O:10])=[CH:13][CH:14]=1 |f:0.1|. Procedure details: To 200 mg (0.5 mmol) of sodium hydride (60% dispersion in oil) was added 10 mL of hexane. After settling, the hexane was decanted. To the residue was added 10 mL of freshly distilled tetrahydrofuran and the slurry mixture was cooled at 0° C. To this was added slowly 200 mg (1.43 mmole) of 4-nitrophenol (20) as a solid portionwise. The reaction mixture was stirred at 0° C. for 5 minutes and 197 μL (1.71 mmol) of 2-methoxyethoxy methyl chloride was added. The mixture was stirred at room temperatur... Reactants: ClCC(=O)NCCCC(=O)OC(C)(C)C (tert-butyl 4-(2-chloroacetylamino)butanoate), C(O)([O-])=O.[Cs+] (cesium hydrogen carbonate), tert-butyl, C(\C=C\C(=O)O)(=O)OC (methyl hydrogen fumarate). The solvent is CN1CCCC1=O (NMP). Yields the product COC(=O)/C=C/C(=O)OCC(=O)NCCCC(=O)O (4-{2-[(2E)-3-(Methoxycarbonyl)prop-2-enoyloxy]acetylamino}butanoic acid). Isolated yield 45.6%. As a reaction SMILES: [C:1]([O:8][CH3:9])(=[O:7])/[CH:2]=[CH:3]/[C:4]([OH:6])=[O:5].Cl[CH2:11][C:12]([NH:14][CH2:15][CH2:16][CH2:17][C:18]([O:20]C(C)(C)C)=[O:19])=[O:13].C(=O)([O-])O.[Cs+]>CN1C(=O)CCC1>[CH3:9][O:8][C:1](/[CH:2]=[CH:3]/[C:4]([O:6][CH2:11][C:12]([NH:14][CH2:15][CH2:16][CH2:17][C:18]([OH:20])=[O:19])=[O:13])=[O:5])=[O:7] |f:2.3|. Procedure details: Following general procedure A, methyl hydrogen fumarate (MHF) (0.56 g, 4.33 mmol) dissolved in NMP was reacted at ca. 55° C. with tert-butyl 4-(2-chloroacetylamino)butanoate (0.85 g, 3.61 mmol) in the presence of CsHCO3 (0.98 g, 5.05 mmol) of the tert-butyl-protected intermediate and then purified by silica gel column chromatography (Biotage) using a mixture of ethyl acetate (EtOAc) and hexanes (1:1) as eluent. The purified product was treated with 50% trifluoroacetic acid (TFA) in dichlorometha...